describe an organic reaction: reactants, conditions, products, and yield From a dataset of the Open Reaction Database (ORD), a public repository of structured organic reaction records. Starting materials: ClC=1C=C2C(N(C(C2=CC1Cl)=O)C=1C(=C(C2=C(C(C(O2)(C)C)C2=CC=C(C=C2)F)C1C)C)C)=O (5,6-dichloro-2-[3-(4-fluorophenyl)-2,2,4,6,7-pentamethyl-2,3-dihydro-1-benzofuran-5-yl]-1H-isoindole-1,3(2H)-dione). Solvent: C(C)(=O)OCC (Ethyl acetate). The product is ClC=1C=C2CN(CC2=CC1Cl)C=1C(=C(C2=C(C(C(O2)(C)C)C2=CC=C(C=C2)F)C1C)C)C (5,6-Dichloro-2-[3-(4-fluorophenyl)-2,2,4,6,7-pentamethyl-2,3-dihydro-1-benzofuran-5-yl]isoindoline). Isolated yield 25.0%. Reaction SMILES: [Cl:1][C:2]1[CH:3]=[C:4]2[C:8](=[CH:9][C:10]=1[Cl:11])[C:7](=O)[N:6]([C:13]1[C:14]([CH3:33])=[C:15]([CH3:32])[C:16]3[O:20][C:19]([CH3:22])([CH3:21])[CH:18]([C:23]4[CH:28]=[CH:27][C:26]([F:29])=[CH:25][CH:24]=4)[C:17]=3[C:30]=1[CH3:31])[C:5]2=O>C(OCC)(=O)C>[Cl:11][C:10]1[CH:9]=[C:8]2[C:4](=[CH:3][C:2]=1[Cl:1])[CH2:5][N:6]([C:13]1[C:14]([CH3:33])=[C:15]([CH3:32])[C:16]3[O:20][C:19]([CH3:22])([CH3:21])[CH:18]([C:23]4[CH:28]=[CH:27][C:26]([F:29])=[CH:25][CH:24]=4)[C:17]=3[C:30]=1[CH3:31])[CH2:7]2. Procedure: By using 5,6-dichloro-2-[3-(4-fluorophenyl)-2,2,4,6,7-pentamethyl-2,3-dihydro-1-benzofuran-5-yl]-1H-isoindole-1,3(2H)-dione, the title compound was synthesized according to Example 2a. Yield: 25%. Melting point: 233-238° C. (Ethyl acetate) The reactants are C(C)(=O)C1=CC=CC2=CC=CC=C12 (1-acetylnaphthalene), ClC1=CC=C(C=O)C=C1 (4-chlorobenzaldehyde). Product: ClC1=CC=C(C=C1)C(C=CC1=CC=CC2=CC=CC=C12)=O (1-(4-chlorophenyl)-3-(1-naphthalenyl)prop-2-en-1-one). RXN SMILES: [C:1]([C:4]1[C:13]2[C:8](=[CH:9][CH:10]=[CH:11][CH:12]=2)[CH:7]=[CH:6][CH:5]=1)(=O)[CH3:2].[Cl:14][C:15]1[CH:22]=[CH:21][C:18]([CH:19]=[O:20])=[CH:17][CH:16]=1>>[Cl:14][C:15]1[CH:22]=[CH:21][C:18]([C:19](=[O:20])[CH:2]=[CH:1][C:4]2[C:13]3[C:8](=[CH:9][CH:10]=[CH:11][CH:12]=3)[CH:7]=[CH:6][CH:5]=2)=[CH:17][CH:16]=1. Procedure details: By a procedure similar to that of example 1.59.1, starting from commercial 1-acetylnaphthalene and 4-chlorobenzaldehyde, 1-(4-chlorophenyl)-3-(1-naphthalenyl)prop-2-en-1-one was obtained as yellow solid. Reactants: CCCCS(=O)(=O)c1cnc(N2CCNCC2)s1, CS(=O)(=O)c1ccc(OC2CCCC2)c(C(=O)O)c1, Cl. The product is CCCCS(=O)(=O)c1cnc(N2CCN(C(=O)c3cc(S(C)(=O)=O)ccc3OC3CCCC3)CC2)s1. As a reaction SMILES: [CH2:21]([CH2:22][CH2:23][CH3:24])[S:25](=[O:26])(=[O:27])[c:28]1[cH:29][n:30][c:31]([N:33]2[CH2:34][CH2:35][NH:36][CH2:37][CH2:38]2)[s:32]1.[CH:1]1([O:6][c:7]2[c:8]([C:9](=[O:10])[OH:11])[cH:12][c:13]([S:16](=[O:17])(=[O:18])[CH3:19])[cH:14][cH:15]2)[CH2:2][CH2:3][CH2:4][CH2:5]1.[ClH:20]>>[CH:1]1([O:6][c:7]2[c:8]([C:9](=[O:11])[N:36]3[CH2:35][CH2:34][N:33]([c:31]4[n:30][cH:29][c:28]([S:25]([CH2:21][CH2:22][CH2:23][CH3:24])(=[O:26])=[O:27])[s:32]4)[CH2:38][CH2:37]3)[cH:12][c:13]([S:16](=[O:17])(=[O:18])[CH3:19])[cH:14][cH:15]2)[CH2:2][CH2:3][CH2:4][CH2:5]1.